Dataset: the Open Reaction Database (ORD), a public repository of structured organic reaction records. Task: describe an organic reaction: reactants, conditions, products, and yield Reactants: CC(C)=O, CC(C)(COS(=O)(=O)CCCCl)C(C=O)O[Si](C)(C)C(C)(C)C. Yields the product CC(C)(COS(=O)(=O)CCCCl)C(O[Si](C)(C)C(C)(C)C)C(=O)O. As a reaction SMILES: [CH3:24][C:25]([CH3:26])=[O:27].[Cl:1][CH2:2][CH2:3][CH2:4][S:5](=[O:6])(=[O:7])[O:8][CH2:9][C:10]([CH:11]([CH:12]=[O:13])[O:14][Si:15]([C:16]([CH3:17])([CH3:18])[CH3:19])([CH3:20])[CH3:21])([CH3:22])[CH3:23]>>[Cl:1][CH2:2][CH2:3][CH2:4][S:5](=[O:6])(=[O:7])[O:8][CH2:9][C:10]([CH:11]([C:12](=[O:13])[OH:27])[O:14][Si:15]([C:16]([CH3:17])([CH3:18])[CH3:19])([CH3:20])[CH3:21])([CH3:22])[CH3:23]. Reactants: C(C)(=O)OC(C)=O (acetic anhydride), COC1=C(C=CC=C1)CC(=O)O ((2-methoxyphenyl)acetic acid), O (water). The solvent is CN(C)CN(C)C (bis(dimethylamino)methane). Conditions: temperature 20 celsius, time 24 hour. Product: COC1=C(C=CC=C1)C(C(=O)O)=C (2-(2-methoxyphenyl)propenoic acid). RXN SMILES: [CH3:1][O:2][C:3]1[CH:8]=[CH:7][CH:6]=[CH:5][C:4]=1[CH2:9][C:10]([OH:12])=[O:11].[C:13](OC(=O)C)(=O)C.O>CN(CN(C)C)C>[CH3:1][O:2][C:3]1[CH:8]=[CH:7][CH:6]=[CH:5][C:4]=1[C:9](=[CH2:13])[C:10]([OH:12])=[O:11]. Reported procedure: 36.6 g of (2-methoxyphenyl)acetic acid, in suspension in 110 cm3 of bis(dimethylamino)methane, were cooled to a temperature in the region of 0° C. 110 cm3 of acetic anhydride were added dropwise, the temperature of the reaction mixture not exceeding 40° C. The reaction mixture was stirred for 24 hours at a temperature in the region of 20° C. and then cooled to a temperature in the region of 0° C. 500 cm3 of distilled water were then added and stirring was continued for 2 hours at a temperature i... Starting materials: O=C([O-])[O-], CC(C)=O, ClCc1ccc2ccccc2n1, [K+], [K+], COC(=O)c1cccc(Cc2ccc(O)cc2)c1. Yields the product COC(=O)c1cccc(Cc2ccc(OCc3ccc4ccccc4n3)cc2)c1. RXN SMILES: [C:31](=[O:32])([O-:33])[O-:34].[CH3:37][C:38](=[O:39])[CH3:40].[Cl:19][CH2:20][c:21]1[n:22][c:23]2[cH:24][cH:25][cH:26][cH:27][c:28]2[cH:29][cH:30]1.[K+:35].[K+:36].[OH:1][c:2]1[cH:3][cH:4][c:5]([CH2:6][c:7]2[cH:8][c:9]([C:10](=[O:11])[O:12][CH3:13])[cH:14][cH:15][cH:16]2)[cH:17][cH:18]1>>[O:1]([c:2]1[cH:3][cH:4][c:5]([CH2:6][c:7]2[cH:8][c:9]([C:10](=[O:11])[O:12][CH3:13])[cH:14][cH:15][cH:16]2)[cH:17][cH:18]1)[CH2:20][c:21]1[n:22][c:23]2[cH:24][cH:25][cH:26][cH:27][c:28]2[cH:29][cH:30]1. The reactants are C(C)OC(C(CC1=CC(=CC=C1)C(C1=CC(=CC=C1)CC(C)(C)C(=O)OCC)=O)(C)C)=O (3-{3-[3-(2-ethoxycarbonyl-2-methyl-propyl)-benzoyl]-phenyl}-2,2-dimethyl-propionic acid ethyl ester), C(CCS)S (1,3-propanedithiol), B(F)(F)F.CCOCC (borontrifluoride etherate), [OH-].[Na+] (sodium hydroxide). Solvent: ClCCl (dichloromethane). Conditions: time 8 hour. Yields the product C(C)OC(C(CC1=CC(=CC=C1)C1(SCCCS1)C1=CC(=CC=C1)CC(C)(C)C(=O)OCC)(C)C)=O (3-(3-{2-[3-(2-ethoxycarbonyl-2-methyl-propyl)-phenyl]-[1,3]dithian-2-yl}-phenyl)-2,2-dimethyl-propanoic acid ethyl ester). Yield: 87.8%. Reaction SMILES: [CH2:1]([O:3][C:4](=[O:32])[C:5]([CH3:31])([CH3:30])[CH2:6][C:7]1[CH:12]=[CH:11][CH:10]=[C:9]([C:13](=O)[C:14]2[CH:19]=[CH:18][CH:17]=[C:16]([CH2:20][C:21]([C:24]([O:26][CH2:27][CH3:28])=[O:25])([CH3:23])[CH3:22])[CH:15]=2)[CH:8]=1)[CH3:2].[CH2:33]([SH:37])[CH2:34][CH2:35][SH:36].B(F)(F)F.CCOCC.[OH-].[Na+]>ClCCl>[CH2:1]([O:3][C:4](=[O:32])[C:5]([CH3:31])([CH3:30])[CH2:6][C:7]1[CH:12]=[CH:11][CH:10]=[C:9]([C:13]2([C:14]3[CH:19]=[CH:18][CH:17]=[C:16]([CH2:20][C:21]([C:24]([O:26][CH2:27][CH3:28])=[O:25])([CH3:23])[CH3:22])[CH:15]=3)[S:37][CH2:33][CH2:34][CH2:35][S:36]2)[CH:8]=1)[CH3:2] |f:2.3,4.5|. Reported procedure: To a solution of 3-{3-[3-(2-ethoxycarbonyl-2-methyl-propyl)-benzoyl]-phenyl}-2,2-dimethyl-propionic acid ethyl ester (6.2 g, 14 mmol) in dichloromethane (100 mL) was added 1,3-propanedithiol (1.9 g, 17.5 mmol) and borontrifluoride etherate (0.52 mL) solution was stirred at room temperature overnight and 5% sodium hydroxide solution (17.5 mL) was added. The organic layer was separated, washed with water (50 mL), dried over sodium sulfate, and evaporated to afford 3-(3-{2-[3-(2-ethoxycarbonyl-2-me...